describe an organic reaction: reactants, conditions, products, and yield From a dataset of the Open Reaction Database (ORD), a public repository of structured organic reaction records. Reactants: CC(=O)c1c(-c2ccccc2)noc1C, CCO, NNc1ccccc1, Cc1ccccc1S(=O)(=O)O. Product: CC(=NNc1ccccc1)c1c(-c2ccccc2)noc1C. As a reaction SMILES: [C:1]([CH3:2])(=[O:3])[c:4]1[c:5](-[c:10]2[cH:11][cH:12][cH:13][cH:14][cH:15]2)[n:6][o:7][c:8]1[CH3:9].[CH3:35][CH2:36][OH:37].[c:16]1([NH:22][NH2:23])[cH:17][cH:18][cH:19][cH:20][cH:21]1.[c:24]1([CH3:25])[c:26]([S:27]([OH:28])(=[O:29])=[O:30])[cH:31][cH:32][cH:33][cH:34]1>>[C:1]([CH3:2])([c:4]1[c:5](-[c:10]2[cH:11][cH:12][cH:13][cH:14][cH:15]2)[n:6][o:7][c:8]1[CH3:9])=[N:23][NH:22][c:16]1[cH:17][cH:18][cH:19][cH:20][cH:21]1. The reactants are CC(=O)O, NC(N)=O, Nc1cc(C(=O)O)ccc1Cl. Yields the product NC(=O)Nc1cc(C(=O)O)ccc1Cl. RXN SMILES: [CH3:16][C:17](=[O:18])[OH:19].[NH2:12][C:13]([NH2:14])=[O:15].[NH2:1][c:2]1[cH:3][c:4]([C:5](=[O:6])[OH:7])[cH:8][cH:9][c:10]1[Cl:11]>>[NH:1]([c:2]1[cH:3][c:4]([C:5](=[O:6])[OH:7])[cH:8][cH:9][c:10]1[Cl:11])[C:13]([NH2:12])=[O:15].